This data is from the Open Reaction Database (ORD), a public repository of structured organic reaction records. The task is: describe an organic reaction: reactants, conditions, products, and yield Reactants: CCO, CCOC(=O)C1CCC(Oc2ccc(NC(=O)C(=O)OC)cc2)CC1, NN, O. The product is CCOC(=O)C1CCC(Oc2ccc(NC(=O)C(=O)NN)cc2)CC1. RXN SMILES: [CH3:29][CH2:30][OH:31].[CH3:4][O:5][C:6]([C:7](=[O:8])[NH:9][c:10]1[cH:11][cH:12][c:13]([O:14][CH:15]2[CH2:16][CH2:17][CH:18]([C:21](=[O:22])[O:23][CH2:24][CH3:25])[CH2:19][CH2:20]2)[cH:26][cH:27]1)=[O:28].[NH2:2][NH2:3].[OH2:1]>>[NH:2]([NH2:3])[C:6](=[O:5])[C:7](=[O:8])[NH:9][c:10]1[cH:11][cH:12][c:13]([O:14][CH:15]2[CH2:16][CH2:17][CH:18]([C:21](=[O:22])[O:23][CH2:24][CH3:25])[CH2:19][CH2:20]2)[cH:26][cH:27]1. Reactants: CN, CCO, Cc1ccc(C(=O)c2ccccc2Cl)n1N1C(=O)c2ccccc2C1=O. The product is Cc1ccc(C(=O)c2ccccc2Cl)n1N. As a reaction SMILES: [CH3:27][NH2:28].[CH3:29][CH2:30][OH:31].[Cl:1][c:2]1[c:3]([C:4](=[O:5])[c:6]2[n:7]([N:12]3[C:13](=[O:14])[c:15]4[cH:16][cH:17][cH:18][cH:19][c:20]4[C:21]3=[O:22])[c:8]([CH3:11])[cH:9][cH:10]2)[cH:23][cH:24][cH:25][cH:26]1>>[Cl:1][c:2]1[c:3]([C:4](=[O:5])[c:6]2[n:7]([NH2:12])[c:8]([CH3:11])[cH:9][cH:10]2)[cH:23][cH:24][cH:25][cH:26]1. Yields the product C(C)(C)(C)OC(=O)CC1CCC(CC1)C(C(=O)O)C (2-(4-tert-butoxycarbonylmethyl-cyclohexyl)-propionic acid). Procedure details: 2-(4-Tert-butoxycarbonylmethyl-cyclohexyl)-propionic acid ethyl ester (2.46 g) obtained in Example (106a) was hydrolyzed with 1 N NaOH in the same way as in (Example 2) to obtain the title compound (1.72 g, 78%) as a colorless oil. RXN SMILES: C([O:3][C:4](=[O:21])[CH:5]([CH:7]1[CH2:12][CH2:11][CH:10]([CH2:13][C:14]([O:16][C:17]([CH3:20])([CH3:19])[CH3:18])=[O:15])[CH2:9][CH2:8]1)[CH3:6])C.[OH-].[Na+]>>[C:17]([O:16][C:14]([CH2:13][CH:10]1[CH2:9][CH2:8][CH:7]([CH:5]([CH3:6])[C:4]([OH:21])=[O:3])[CH2:12][CH2:11]1)=[O:15])([CH3:20])([CH3:18])[CH3:19] |f:1.2|. Isolated yield 77.2%. Reactants: C(C)OC(C(C)C1CCC(CC1)CC(=O)OC(C)(C)C)=O (2-(4-tert-butoxycarbonylmethyl-cyclohexyl)-propionic acid ethyl ester), [OH-].[Na+] (NaOH). The reactants are Cc1cc(-c2ccc(C(C)(C)C)cc2)c(C)cc1N, Cc1ccccc1, O=C1CCCCN1, [Na+], [OH-], O=P(Cl)(Cl)Cl. Product: Cc1cc(-c2ccc(C(C)(C)C)cc2)c(C)cc1N=C1CCCCN1. As a reaction SMILES: [C:13]([CH3:14])([CH3:15])([CH3:16])[c:17]1[cH:18][cH:19][c:20](-[c:23]2[c:24]([CH3:31])[cH:25][c:26]([NH2:30])[c:27]([CH3:29])[cH:28]2)[cH:21][cH:22]1.[CH3:34][c:35]1[cH:36][cH:37][cH:38][cH:39][cH:40]1.[NH:6]1[C:7](=[O:12])[CH2:8][CH2:9][CH2:10][CH2:11]1.[Na+:33].[OH-:32].[P:1]([Cl:2])([Cl:3])([Cl:4])=[O:5]>>[NH:6]1[C:7](=[N:30][c:26]2[cH:25][c:24]([CH3:31])[c:23](-[c:20]3[cH:19][cH:18][c:17]([C:13]([CH3:14])([CH3:15])[CH3:16])[cH:22][cH:21]3)[cH:28][c:27]2[CH3:29])[CH2:8][CH2:9][CH2:10][CH2:11]1.